Task: describe an organic reaction: reactants, conditions, products, and yield. Dataset: the Open Reaction Database (ORD), a public repository of structured organic reaction records Reactants: C(C)OC(CCCCCCCCCCCCCCCCCCCCCCCCCCCCC)=O (ethyl-1-triacontanoate), [H][H] (hydrogen). Reagents/catalysts: [Cr](=O)([O-])[O-].[Cu+2] (copper chromite). Yields the product C(CCCCCCCCCCCCCCCCCCCCCCCCCCCCC)O (1-triacontanol). RXN SMILES: C([O:3][C:4](=O)[CH2:5][CH2:6][CH2:7][CH2:8][CH2:9][CH2:10][CH2:11][CH2:12][CH2:13][CH2:14][CH2:15][CH2:16][CH2:17][CH2:18][CH2:19][CH2:20][CH2:21][CH2:22][CH2:23][CH2:24][CH2:25][CH2:26][CH2:27][CH2:28][CH2:29][CH2:30][CH2:31][CH2:32][CH3:33])C.[H][H]>[Cr]([O-])([O-])=O.[Cu+2]>[CH2:4]([OH:3])[CH2:5][CH2:6][CH2:7][CH2:8][CH2:9][CH2:10][CH2:11][CH2:12][CH2:13][CH2:14][CH2:15][CH2:16][CH2:17][CH2:18][CH2:19][CH2:20][CH2:21][CH2:22][CH2:23][CH2:24][CH2:25][CH2:26][CH2:27][CH2:28][CH2:29][CH2:30][CH2:31][CH2:32][CH3:33] |f:2.3|. Procedure: The acid chloride of 1-triacontanoic acid is converted to the ester by adding methanol or ethanol and stirring for 1/2 to 1 hour. The alcohol was evaporated on a rotary evaporator leaving ethyl-1-triacontanoate. The ester is then reacted in a pressure vessel under about 250 atmospheres of hydrogen in the presence of a powdered copper chromite catalyst for about 12 hours at 250° C. to produce 1-triacontanol. One part of catalyst is present for every 5 to 10 parts of ester. The reactants are COC1=CC=C2N=CC(N(C2=C1)CCC=O)=O (3-(7-methoxy-2-oxoquinoxalin-1(2H)-yl)propanal), C(C)(=O)O (acetic acid), C(C)(=O)O[BH-](OC(C)=O)OC(C)=O.[Na+] (sodium triacetoxyborohydride), N[C@@H]1CC(N(C1)C=1C=CC=2OCC(NC2N1)=O)=O (6-[(4R)-4-Amino-2-oxopyrrolidin-1-yl]-2H-pyrido[3,2-b][1,4]oxazin-3(4H)-one), C(C)(C)(C)OC(N[C@H]1CNC(C1)=O)=O ([(3R)-5-oxopyrrolidin-3-yl]carbamic acid tert-butyl ester), C(O)([O-])=O.[Na+] (sodium hydrogen carbonate). The solvent is CN(C=O)C (N,N-dimethylformamide). Conditions: time 1 hour. Product: COC1=CC=C2N=CC(N(C2=C1)CCCN[C@@H]1CC(N(C1)C=1C=CC=2OCC(NC2N1)=O)=O)=O (6-[(4R)-4-{[3-(7-Methoxy-2-oxoquinoxalin-1(2H)-yl)propyl]amino}-2-oxopyrrolidin-1-yl]-2H-pyrido[3,2-b][1,4]oxazin-3(4H)-one). The yield is 20.0%. RXN SMILES: [CH3:1][O:2][C:3]1[CH:12]=[C:11]2[C:6]([N:7]=[CH:8][C:9](=[O:17])[N:10]2[CH2:13][CH2:14][CH:15]=O)=[CH:5][CH:4]=1.[NH2:18][C@H:19]1[CH2:23][N:22]([C:24]2[CH:25]=[CH:26][C:27]3[O:28][CH2:29][C:30](=[O:34])[NH:31][C:32]=3[N:33]=2)[C:21](=[O:35])[CH2:20]1.C(OC(=O)N[C@@H]1CC(=O)NC1)(C)(C)C.C(O)(=O)C.C(O[BH-](OC(=O)C)OC(=O)C)(=O)C.[Na+].C(=O)([O-])O.[Na+]>CN(C)C=O>[CH3:1][O:2][C:3]1[CH:12]=[C:11]2[C:6]([N:7]=[CH:8][C:9](=[O:17])[N:10]2[CH2:13][CH2:14][CH2:15][NH:18][C@H:19]2[CH2:23][N:22]([C:24]3[CH:25]=[CH:26][C:27]4[O:28][CH2:29][C:30](=[O:34])[NH:31][C:32]=4[N:33]=3)[C:21](=[O:35])[CH2:20]2)=[CH:5][CH:4]=1 |f:4.5,6.7|. Procedure details: In N,N-dimethylformamide (5 ml) was dissolved 3-(7-methoxy-2-oxoquinoxalin-1(2H)-yl)propanal (Reference Example 8,200 mg, 0.86 mmol). 6-[(4R)-4-Amino-2-oxopyrrolidin-1-yl]-2H-pyrido[3,2-b][1,4]oxazin-3(4H)-one (synthesized using [(3R)-5-oxopyrrolidin-3-yl]carbamic acid tert-butyl ester synthesized with reference to WO2004/22536 in the same manner as in Reference Examples 20, 21 and 22; 262 mg, 1.03 mmol) was added thereto and subsequently acetic acid (65 mg, 1.12 mmol) was added. The obtained mi... The reactants are O=C([O-])[O-], Cc1nc(N2CCc3ccccc3CC2)c(C#N)c(=O)[nH]1, CN(C)C=O, CCI, [K+], [K+]. Yields the product CCn1c(C)nc(N2CCc3ccccc3CC2)c(C#N)c1=O. Reaction SMILES: [C:25](=[O:26])([O-:27])[O-:28].[CH3:1][c:2]1[nH:3][c:4](=[O:21])[c:5]([C:19]#[N:20])[c:6]([N:8]2[CH2:9][CH2:10][c:11]3[c:12]([cH:15][cH:16][cH:17][cH:18]3)[CH2:13][CH2:14]2)[n:7]1.[CH3:31][N:32]([CH3:33])[CH:34]=[O:35].[I:22][CH2:23][CH3:24].[K+:29].[K+:30]>>[CH3:1][c:2]1[n:3]([CH2:23][CH3:24])[c:4](=[O:21])[c:5]([C:19]#[N:20])[c:6]([N:8]2[CH2:9][CH2:10][c:11]3[c:12]([cH:15][cH:16][cH:17][cH:18]3)[CH2:13][CH2:14]2)[n:7]1. Reactants: Cc1cc(C)cc(Sc2[nH]c(=O)[nH]c(=O)c2C(C)C)c1, Clc1cccc(CBr)n1. Product: Cc1cc(C)cc(Sc2c(C(C)C)c(=O)[nH]c(=O)n2Cc2cccc(Cl)n2)c1. As a reaction SMILES: [CH:1]([CH3:2])([CH3:3])[c:4]1[c:5](=[O:20])[nH:6][c:7](=[O:19])[nH:8][c:9]1[S:10][c:11]1[cH:12][c:13]([CH3:18])[cH:14][c:15]([CH3:17])[cH:16]1.[Cl:21][c:22]1[cH:23][cH:24][cH:25][c:26]([CH2:28][Br:29])[n:27]1>>[CH:1]([CH3:2])([CH3:3])[c:4]1[c:5](=[O:20])[nH:6][c:7](=[O:19])[n:8]([CH2:28][c:26]2[cH:25][cH:24][cH:23][c:22]([Cl:21])[n:27]2)[c:9]1[S:10][c:11]1[cH:12][c:13]([CH3:18])[cH:14][c:15]([CH3:17])[cH:16]1. The reactants are C[O-].[Na+].CO (sodium methoxide methanol), C(C)(=O)OCC(COC(C)=O)(NC(CCCC)=O)CCCCCCCCCCCCCCCCCC (1,3-Diacetoxy-2-octadecyl-2-(N-pentanoylamino)propane), Cl.CO (hydrochloric acid methanol). The solvent is CO (methanol). Run at time 1 hour. Yields the product C(CCCCCCCCCCCCCCCCC)C(CO)(CO)NC(CCCC)=O (2-octadecyl-2-(N-pentanoylamino)-1,3-propanediol). RXN SMILES: C([O:4][CH2:5][C:6]([CH2:19][CH2:20][CH2:21][CH2:22][CH2:23][CH2:24][CH2:25][CH2:26][CH2:27][CH2:28][CH2:29][CH2:30][CH2:31][CH2:32][CH2:33][CH2:34][CH2:35][CH3:36])([NH:12][C:13](=[O:18])[CH2:14][CH2:15][CH2:16][CH3:17])[CH2:7][O:8]C(=O)C)(=O)C.C[O-].[Na+].CO.Cl.CO>CO>[CH2:19]([C:6]([NH:12][C:13](=[O:18])[CH2:14][CH2:15][CH2:16][CH3:17])([CH2:7][OH:8])[CH2:5][OH:4])[CH2:20][CH2:21][CH2:22][CH2:23][CH2:24][CH2:25][CH2:26][CH2:27][CH2:28][CH2:29][CH2:30][CH2:31][CH2:32][CH2:33][CH2:34][CH2:35][CH3:36] |f:1.2.3,4.5|. Procedure details: 1,3-Diacetoxy-2-octadecyl-2-(N-pentanoylamino)propane (400 mg) was dissolved in 8 ml of methanol and 17 mg of a 28% sodium methoxide-methanol solution was added thereto. The mixture was stirred at room temperature for 1 hour. Concentrated hydrochloric acid-methanol (1:11, 0.088 ml) was added thereto and the mixture was concentrated. The concentrate was subjected to silica gel column chromatography using chloroform-methanol (30:1) as an eluent. The resultant crystals were recrystallized from chlo... Reaction SMILES: [CH2:1]([C@H:8]([NH:13][C:14](=[O:17])[O:15][CH3:16])[C:9](=[O:12])[CH2:10][Cl:11])[C:2]1[CH:7]=[CH:6][CH:5]=[CH:4][CH:3]=1.CC(C)[O-].[Al+3].CC(C)[O-].CC(C)[O-]>C(O)(C)C>[CH2:1]([C@H:8]([NH:13][C:14](=[O:17])[O:15][CH3:16])[C@H:9]([OH:12])[CH2:10][Cl:11])[C:2]1[CH:3]=[CH:4][CH:5]=[CH:6][CH:7]=1 |f:1.2.3.4|. Reported procedure: 25.57 g of methyl (S)-(1-benzyl-3-chloro-2-oxo-propyl)-carbamate were added portionwise at 22° C. to a suspension of 21.44 g of aluminum isopropoxide in 260 ml of isopropanol. The suspension was stirred at 50° C./400 mbar for 2 hours, hydrolyzed at 0° C. with 100 ml of 3N hydrochloric acid, subsequently concentrated to a volume of 125 ml, diluted with 125 ml of water, cooled to 0° C. and filtered. The residue was washed with water/isopropanol (4:1) and dried, there being obtained 13.01 g (89%) o... Run at temperature 50 celsius, time 2 hour. The reactants are C(C1=CC=CC=C1)[C@@H](C(CCl)=O)NC(OC)=O (methyl (S)-(1-benzyl-3-chloro-2-oxo-propyl)-carbamate), CC([O-])C.[Al+3].CC([O-])C.CC([O-])C (aluminum isopropoxide). The product is C(C1=CC=CC=C1)[C@@H]([C@@H](CCl)O)NC(OC)=O (methyl (1S,2S)-(1-benzyl-3-chloro-2-hydroxy-propyl)-carbamate). Solvent: C(C)(C)O (isopropanol). The yield is 50.5%. The reactants are CC(=O)O, CCO, FC(F)(F)COCCOCCOCCOCCOCCOCCOCCOCCOCCOCc1ccccc1, [H][H]. Yields the product OCCOCCOCCOCCOCCOCCOCCOCCOCCOCC(F)(F)F. RXN SMILES: [C:46]([OH:47])(=[O:48])[CH3:49].[CH2:43]([OH:44])[CH3:45].[F:1][C:2]([CH2:3][O:4][CH2:5][CH2:6][O:7][CH2:8][CH2:9][O:10][CH2:11][CH2:12][O:13][CH2:14][CH2:15][O:16][CH2:17][CH2:18][O:19][CH2:20][CH2:21][O:22][CH2:23][CH2:24][O:25][CH2:26][CH2:27][O:28][CH2:29][CH2:30][O:31][CH2:32][c:33]1[cH:34][cH:35][cH:36][cH:37][cH:38]1)([F:39])[F:40].[H:41][H:42]>>[F:1][C:2]([CH2:3][O:4][CH2:5][CH2:6][O:7][CH2:8][CH2:9][O:10][CH2:11][CH2:12][O:13][CH2:14][CH2:15][O:16][CH2:17][CH2:18][O:19][CH2:20][CH2:21][O:22][CH2:23][CH2:24][O:25][CH2:26][CH2:27][O:28][CH2:29][CH2:30][OH:31])([F:39])[F:40]. As a reaction SMILES: [CH2:1]([C:5]1[N:6]=[C:7]([C:12]2[CH:17]=[CH:16][C:15]([C:18]([F:21])([F:20])[F:19])=[CH:14][CH:13]=2)[S:8][C:9]=1[CH2:10]Cl)[CH2:2][CH2:3][CH3:4].[Cl:22][C:23]1[CH:30]=[C:29]([OH:31])[CH:28]=[CH:27][C:24]=1[CH:25]=[O:26].C(=O)([O-])[O-].[Cs+].[Cs+].C(OCC)(=O)C>CN(C)C=O>[CH2:1]([C:5]1[N:6]=[C:7]([C:12]2[CH:17]=[CH:16][C:15]([C:18]([F:21])([F:20])[F:19])=[CH:14][CH:13]=2)[S:8][C:9]=1[CH2:10][O:31][C:29]1[CH:28]=[CH:27][C:24]([CH:25]=[O:26])=[C:23]([Cl:22])[CH:30]=1)[CH2:2][CH2:3][CH3:4] |f:2.3.4|. The product is C(CCC)C=1N=C(SC1COC1=CC(=C(C=O)C=C1)Cl)C1=CC=C(C=C1)C(F)(F)F (4-[4-Butyl-2-(4-trifluoromethyl-phenyl)-thiazol-5-ylmethoxy]-2-chloro-benzaldehyde). Isolated yield 69.0%. Run at time 4 hour. Run in CN(C=O)C (dimethylformamide). The reactants are C(C)(=O)OCC (ethyl acetate), C(CCC)C=1N=C(SC1CCl)C1=CC=C(C=C1)C(F)(F)F (4-Butyl-5-chloromethyl-2-(4-trifluoromethyl-phenyl)-thiazole), ClC1=C(C=O)C=CC(=C1)O (2-Chloro-4-hydroxybenzaldehyde), C([O-])([O-])=O.[Cs+].[Cs+] (cesiumcarbonate). Procedure: 3.2 g 4-Butyl-5-chloromethyl-2-(4-trifluoromethyl-phenyl)-thiazole and 1.5 g 2-Chloro-4-hydroxybenzaldehyde were dissolved in 150 ml dimethylformamide. 4.7 g cesiumcarbonate were added and the reaction mixture stirred at room temperature for four hours. The reaction mixture was then diluted by adding 300 ml ethyl acetate and washed three times with 50 ml water, saturated NaHCO3 solution and brine. The organic layer was dried over MgSO4 and the solvent removed in vacuo to provide 3.0 g 4-[4-Butyl...